Dataset: the Open Reaction Database (ORD), a public repository of structured organic reaction records. Task: describe an organic reaction: reactants, conditions, products, and yield Reactants: NC1=NC(=CC(N1C)=O)C1=CC=CC=C1 (2-amino-3-N-methyl-6-phenyl-4-pyrimidinone), BrBr (Br2). Solvent: CC(=O)O (CH3COOH). Run at time 18 hour. The product is BrC=1C(N(C=NC1C1=CC=CC=C1)C)=O (5-Bromo-3-methyl-6-phenyl-4-pyrimidinone). Yield: 42.2%. Reaction SMILES: N[C:2]1[N:7]([CH3:8])[C:6](=[O:9])[CH:5]=[C:4]([C:10]2[CH:15]=[CH:14][CH:13]=[CH:12][CH:11]=2)[N:3]=1.[Br:16]Br>CC(O)=O>[Br:16][C:5]1[C:6](=[O:9])[N:7]([CH3:8])[CH:2]=[N:3][C:4]=1[C:10]1[CH:15]=[CH:14][CH:13]=[CH:12][CH:11]=1. Procedure details: To 1.8 g (8.95 mM) of 2-amino-3-N-methyl-6-phenyl-4-pyrimidinone was added 40 ml CH3COOH and 0.535 ml Br2 (1.64 g≈10.3 mM). The reaction mixture was allowed to stir at ambient temperature for 18 hours. The solution was evaporated to dryness and the residual solid azeotroped from EtOH (2X). The solids were heated to reflux with 100 ml of H2O, cooled to 5° and filtered. This procedure was repeated, filtered hot, and allowed to crystallize at room temperature for 18 hours. The crystals were filtere... The reactants are C(C)(C)(C)OC(=O)N1C=NC2=C1C(=CC(=C2C)N=C=S)F (1-tert-butoxycarbonyl-7-fluoro-4-methyl-5-benzimidazolylisothiocyanate), C(CN)N (1,2-ethylenediamine). Run in C(Cl)Cl (methylene chloride), C(Cl)Cl (methylene chloride). Conditions: time 10 minute. Product: C(C)(C)(C)OC(=O)N1C=NC2=C1C(=CC(=C2C)NC(=S)NCCN)F (N-(1-tert-Butoxycarbonyl-7-fluoro-4-methyl-5-benzimidazolyl)-N'-2-aminoethylthiourea). RXN SMILES: [C:1]([O:5][C:6]([N:8]1[C:12]2[C:13]([F:21])=[CH:14][C:15]([N:18]=[C:19]=[S:20])=[C:16]([CH3:17])[C:11]=2[N:10]=[CH:9]1)=[O:7])([CH3:4])([CH3:3])[CH3:2].[CH2:22]([NH2:25])[CH2:23][NH2:24]>C(Cl)Cl>[C:1]([O:5][C:6]([N:8]1[C:12]2[C:13]([F:21])=[CH:14][C:15]([NH:18][C:19]([NH:24][CH2:23][CH2:22][NH2:25])=[S:20])=[C:16]([CH3:17])[C:11]=2[N:10]=[CH:9]1)=[O:7])([CH3:4])([CH3:2])[CH3:3]. Procedure: A solution of 1-tert-butoxycarbonyl-7-fluoro-4-methyl-5-benzimidazolylisothiocyanate (0.42 g) in methylene chloride (50 mL) is added dropwise over 15 minutes to 1,2-ethylenediamine (0.45 mL) in solution in methylene chloride (100 mL). The mixture is stirred for 10 minutes at room temperature, then rotary evaporated. The residue is triturated for 30 minutes with ether (100 mL). The resulting white suspension is filtered and the solid is dried in vacuo overnight. Reactants: ice water, BrC1=COC2=CC=CC=C2C1=S (3-bromothiochromone), N1N=CC2=CC=CC=C12 (indazole), C([O-])([O-])=O.[K+].[K+] (potassium carbonate), CN(C=O)C (dimethylformamide). Product: N1C(=NC=C1)C=1OC2=CC=CC=C2C(C1)=S (2-imidazolylthiochromone). The yield is 85.5%. RXN SMILES: Br[C:2]1[C:11](=[S:12])[C:10]2[C:5](=[CH:6][CH:7]=[CH:8][CH:9]=2)[O:4][CH:3]=1.[NH:13]1[C:21]2[C:16](=CC=CC=2)C=N1.C(=O)([O-])[O-].[K+].[K+].[CH3:28][N:29](C)C=O>>[NH:13]1[CH:21]=[CH:16][N:29]=[C:28]1[C:3]1[O:4][C:5]2[C:10]([C:11](=[S:12])[CH:2]=1)=[CH:9][CH:8]=[CH:7][CH:6]=2 |f:2.3.4|. Reported procedure: To an eggplant type flask (25 ml), 3-bromothiochromone (121 mg) prepared in Example 8, indazole (236 mg), potassium carbonate (1382 mg), and dimethylformamide (15 ml) were added. The mixture was reacted at 80° C. for 20 hours with stirring. The reaction mixture was added to ice water and extracted with chloroform. The organic layer was dried over anhydrous sodium sulfate, and concentrated under reduced pressure. The residue was purifiedby the silica gel column chromatography and recrystallized f... Reactants: COc1cc2c(nc1OC)c(Br)cn2C(=O)OC(C)(C)C, Cc1ccccc1, CCCC[Sn](CCCC)(CCCC)c1cc2c(Cl)ccnc2n1S(=O)(=O)c1ccc(C)cc1, [Cu]I, N#N, c1ccc(P(c2ccccc2)(c2ccccc2)[Pd](P(c2ccccc2)(c2ccccc2)c2ccccc2)(P(c2ccccc2)(c2ccccc2)c2ccccc2)P(c2ccccc2)(c2ccccc2)c2ccccc2)cc1. Yields the product COc1cc2c(nc1OC)c(-c1cc3c(Cl)ccnc3n1S(=O)(=O)c1ccc(C)cc1)cn2C(=O)OC(C)(C)C. As a reaction SMILES: [Br:1][c:2]1[cH:3][n:4]([C:15](=[O:16])[O:17][C:18]([CH3:19])([CH3:20])[CH3:21])[c:5]2[c:6]1[n:7][c:8]([O:13][CH3:14])[c:9]([O:11][CH3:12])[cH:10]2.[CH3:57][c:58]1[cH:59][cH:60][cH:61][cH:62][cH:63]1.[Cl:22][c:23]1[c:24]2[c:25]([n:26][cH:27][cH:28]1)[n:29]([S:45](=[O:46])(=[O:47])[c:48]1[cH:49][cH:50][c:51]([CH3:54])[cH:52][cH:53]1)[c:30]([Sn:32]([CH2:33][CH2:34][CH2:35][CH3:36])([CH2:37][CH2:38][CH2:39][CH3:40])[CH2:41][CH2:42][CH2:43][CH3:44])[cH:31]2.[Cu:64][I:65].[N:55]#[N:56].[cH:66]1[cH:67][cH:68][c:69]([P:70]([Pd:71]([P:72]([c:73]2[cH:74][cH:75][cH:76][cH:77][cH:78]2)([c:79]2[cH:80][cH:81][cH:82][cH:83][cH:84]2)[c:85]2[cH:86][cH:87][cH:88][cH:89][cH:90]2)([P:91]([c:92]2[cH:93][cH:94][cH:95][cH:96][cH:97]2)([c:98]2[cH:99][cH:100][cH:101][cH:102][cH:103]2)[c:104]2[cH:105][cH:106][cH:107][cH:108][cH:109]2)[P:110]([c:111]2[cH:112][cH:113][cH:114][cH:115][cH:116]2)([c:117]2[cH:118][cH:119][cH:120][cH:121][cH:122]2)[c:123]2[cH:124][cH:125][cH:126][cH:127][cH:128]2)([c:129]2[cH:130][cH:131][cH:132][cH:133][cH:134]2)[c:135]2[cH:136][cH:137][cH:138][cH:139][cH:140]2)[cH:141][cH:142]1>>[c:2]1(-[c:30]2[n:29]([S:45](=[O:46])(=[O:47])[c:48]3[cH:49][cH:50][c:51]([CH3:54])[cH:52][cH:53]3)[c:25]3[c:24]([c:23]([Cl:22])[cH:28][cH:27][n:26]3)[cH:31]2)[cH:3][n:4]([C:15](=[O:16])[O:17][C:18]([CH3:19])([CH3:20])[CH3:21])[c:5]2[c:6]1[n:7][c:8]([O:13][CH3:14])[c:9]([O:11][CH3:12])[cH:10]2.